From a dataset of the Open Reaction Database (ORD), a public repository of structured organic reaction records. describe an organic reaction: reactants, conditions, products, and yield Reactants: O=Cc1cc(F)c(F)c(F)c1, CN(C)C=O, CCOC(=O)C(C)=P(c1ccccc1)(c1ccccc1)c1ccccc1. The product is CCOC(=O)C(C)=Cc1cc(F)c(F)c(F)c1. As a reaction SMILES: [F:1][c:2]1[cH:3][c:4]([CH:5]=[O:6])[cH:7][c:8]([F:11])[c:9]1[F:10].[O:38]=[CH:39][N:40]([CH3:41])[CH3:42].[c:12]1([P:13]([c:14]2[cH:15][cH:16][cH:17][cH:18][cH:26]2)(=[C:19]([C:20](=[O:21])[O:22][CH2:23][CH3:24])[CH3:25])[c:27]2[cH:28][cH:29][cH:30][cH:31][cH:32]2)[cH:33][cH:34][cH:35][cH:36][cH:37]1>>[F:1][c:2]1[cH:3][c:4]([CH:5]=[C:19]([C:20](=[O:21])[O:22][CH2:23][CH3:24])[CH3:25])[cH:7][c:8]([F:11])[c:9]1[F:10]. The reactants are O1[C@H](C1)[C@H](CC1=CC=CC=C1)NC(OCC1=CC=CC=C1)=O (benzyl (1S)-1-[(2S)-oxiranyl]-2-phenylethylcarbamate), [C@@H]1(CCCC2=CC=CC=C12)N ((1S)-1,2,3,4-tetrahydro-1-naphthalenylamine), C(C)O (ethanol). Yields the product C(C1=CC=CC=C1)[C@@H]([C@@H](CNCC1=CC(=CC=C1)OC)O)NC(OCC1=CC=CC=C1)=O (Benzyl (1S,2R)-1-benzyl-2-hydroxy-3-[(3-methoxybenzyl)amino]propylcarbamate). RXN SMILES: [O:1]1[CH2:3][C@@H:2]1[C@@H:4]([NH:12][C:13](=[O:22])[O:14][CH2:15][C:16]1[CH:21]=[CH:20][CH:19]=[CH:18][CH:17]=1)[CH2:5][C:6]1[CH:11]=[CH:10][CH:9]=[CH:8][CH:7]=1.[C@@H:23]1([NH2:33])[C:32]2[C:27](=[CH:28][CH:29]=[CH:30][CH:31]=2)CCC1.[CH2:34]([OH:36])C>>[CH2:5]([C@H:4]([NH:12][C:13](=[O:22])[O:14][CH2:15][C:16]1[CH:21]=[CH:20][CH:19]=[CH:18][CH:17]=1)[C@H:2]([OH:1])[CH2:3][NH:33][CH2:23][C:32]1[CH:31]=[CH:30][CH:29]=[C:28]([O:36][CH3:34])[CH:27]=1)[C:6]1[CH:11]=[CH:10][CH:9]=[CH:8][CH:7]=1. Reported procedure: A mixture of benzyl (1S)-1-[(2S)-oxiranyl]-2-phenylethylcarbamate (V, 0.22 g, 0.74 mmol), 3-methoxybenzylamine (VI, 0.13 g, 0.92 mmol), and ethanol (2 mL) is stirred at reflux for 2.3 hours and then cooled and concentrated under reduced pressure. The residue is chouromatographed (silica gel; methanol/dichloromethane/ammonium hydroxide, 4/96/trace) to give the title compound, MS m/z at (m+H)+=435.2. Reactants: N(=[N+]=[N-])C1OCC1 (azidooxetane), [N-]=[N+]=[N-] (azide), ClCC1(COC1)C (3-chloromethyl-3-methyloxetane), 3-azidomethyl-3-R1 -oxetanes, halooxetane. Yields the product N(=[N+]=[N-])CC1(COC1)C (3-azidomethyl-3-methyloxetane). The yield is 97.0%. Reaction SMILES: N(C1CCO1)=[N+]=[N-].[N-:8]=[N+:9]=[N-:10].Cl[CH2:12][C:13]1([CH3:17])[CH2:16][O:15][CH2:14]1>>[N:8]([CH2:12][C:13]1([CH3:17])[CH2:16][O:15][CH2:14]1)=[N+:9]=[N-:10]. Reported procedure: As such, it has been discovered that monofunctional azidooxetane compounds, i.e., 3-azidomethyl-3-R1 -oxetanes, can also be prepared by combining a neat halooxetane with an aqueous metallic azide solution and a phase transfer catalyst (PTC). For example, using the process of the present invention, 3-chloromethyl-3-methyloxetane gives the corresponding 3-azidomethyl-3-methyloxetane (AMMO) in 97% yield. Moreover, 3-bromomethyl-3-hydroxymethyloxetane was previously converted to the corresponding 3-... Starting materials: NC1=C2N=C(N(C2=NC(=N1)S)CC1=CC=CC=C1)O (6-amino-9-benzyl-8-hydroxy-2-mercaptopurine), Cl (hydrochloric acid), C([O-])([O-])=O.[K+].[K+] (potassium carbonate), ClCCSCCO (2-(2-chloroethyl)thioethanol), N (ammonia). Run in CN(C=O)C (dimethylformamide). Conditions: time 24 hour. Yields the product NC1=C2N=C(N(C2=NC(=N1)SCCSCCO)CC1=CC=CC=C1)O (6-Amino-9-benzyl-8-hydroxy-2-{[2-(2-hydroxyethylthio)ethyl]thio}purine). Yield: 9.2%. As a reaction SMILES: [NH2:1][C:2]1[N:10]=[C:9]([SH:11])[N:8]=[C:7]2[C:3]=1[N:4]=[C:5]([OH:19])[N:6]2[CH2:12][C:13]1[CH:18]=[CH:17][CH:16]=[CH:15][CH:14]=1.C(=O)([O-])[O-].[K+].[K+].Cl[CH2:27][CH2:28][S:29][CH2:30][CH2:31][OH:32].Cl.N>CN(C)C=O>[NH2:1][C:2]1[N:10]=[C:9]([S:11][CH2:27][CH2:28][S:29][CH2:30][CH2:31][OH:32])[N:8]=[C:7]2[C:3]=1[N:4]=[C:5]([OH:19])[N:6]2[CH2:12][C:13]1[CH:18]=[CH:17][CH:16]=[CH:15][CH:14]=1 |f:1.2.3|. Reported procedure: Crude 6-amino-9-benzyl-8-hydroxy-2-mercaptopurine (134 mg, 0.49 mmol) was suspended in dimethylformamide (50 ml). To the suspension were added potassium carbonate (100 mg, 0.73 mmol) and 2-(2-chloroethyl)thioethanol (170 mg, 1.2 mmol) in order. The mixture was stirred at room temperature for 24 hours. To the reaction mixture were added 2N hydrochloric acid and then 28% aqueous ammonia. The mixture was extracted with chloroform, the organic layer was dried on magnesium sulfate and then the solven... Starting materials: O=C(O)C(Cc1ccc(O)c(Br)c1)OC(=O)N1CCC(N2CCc3ccccc3NC2=O)CC1, C1CN(C2CCOCC2)CCN1. Yields the product O=C(OC(Cc1ccc(O)c(Br)c1)C(=O)N1CCN(C2CCOCC2)CC1)N1CCC(N2CCc3ccccc3NC2=O)CC1. Reaction SMILES: [O:1]=[C:2]1[NH:3][c:4]2[c:5]([cH:31][cH:32][cH:33][cH:34]2)[CH2:6][CH2:7][N:8]1[CH:9]1[CH2:10][CH2:11][N:12]([C:15](=[O:16])[O:17][CH:18]([CH2:19][c:20]2[cH:21][c:22]([Br:27])[c:23]([OH:26])[cH:24][cH:25]2)[C:28](=[O:29])[OH:30])[CH2:13][CH2:14]1.[O:35]1[CH2:36][CH2:37][CH:38]([N:41]2[CH2:42][CH2:43][NH:44][CH2:45][CH2:46]2)[CH2:39][CH2:40]1>>[O:1]=[C:2]1[NH:3][c:4]2[c:5]([cH:31][cH:32][cH:33][cH:34]2)[CH2:6][CH2:7][N:8]1[CH:9]1[CH2:10][CH2:11][N:12]([C:15](=[O:16])[O:17][CH:18]([CH2:19][c:20]2[cH:21][c:22]([Br:27])[c:23]([OH:26])[cH:24][cH:25]2)[C:28](=[O:29])[N:44]2[CH2:43][CH2:42][N:41]([CH:38]3[CH2:37][CH2:36][O:35][CH2:40][CH2:39]3)[CH2:46][CH2:45]2)[CH2:13][CH2:14]1. Reactants: CC1=NC=CC=C1[N+](=O)[O-] (2-Methyl-3-nitropyridine), [Se](=O)=O (selenium dioxide). Solvent: O1CCOCC1 (1,4-dioxane). Yields the product [N+](=O)([O-])C=1C(=NC=CC1)C=O (3-nitro-2-pyridinecarbaldehyde). As a reaction SMILES: [CH3:1][C:2]1[C:7]([N+:8]([O-:10])=[O:9])=[CH:6][CH:5]=[CH:4][N:3]=1.[Se](=O)=[O:12]>O1CCOCC1>[N+:8]([C:7]1[C:2]([CH:1]=[O:12])=[N:3][CH:4]=[CH:5][CH:6]=1)([O-:10])=[O:9]. Procedure: 2-Methyl-3-nitropyridine (24 g, 173.91 mmol) was dissolved in 1,4-dioxane (500 mL) and to the mixture was added selenium dioxide (23 g, 208.7 mmol) and the mixture was heated under reflux for 16 h. After completion of reaction, the mixture was cooled to rt and filtered through Celite™ and the filtrate was concentrated under reduced pressure to give thick oily mass. The oily mass was purified by silical gel column chromatography using 20% of ethyl acetate and hexane as eluent to give 3-nitro-2-py... Reactants: [Br-], O=C([O-])[O-], CI, CC#N, CCCC[N+](CCCC)(CCCC)CCCC, O=C(NCc1ccccc1SC1CC1)C(F)(F)F, [K+], [K+]. Product: CN(Cc1ccccc1SC1CC1)C(=O)C(F)(F)F. RXN SMILES: [Br-:30].[C:19](=[O:20])([O-:21])[O-:22].[CH3:25][I:26].[CH3:27][C:28]#[N:29].[CH3:31][CH2:32][CH2:33][CH2:34][N+:35]([CH2:36][CH2:37][CH2:38][CH3:39])([CH2:40][CH2:41][CH2:42][CH3:43])[CH2:44][CH2:45][CH2:46][CH3:47].[CH:1]1([S:4][c:5]2[c:6]([CH2:7][NH:8][C:9]([C:10]([F:11])([F:12])[F:13])=[O:14])[cH:15][cH:16][cH:17][cH:18]2)[CH2:2][CH2:3]1.[K+:23].[K+:24]>>[CH:1]1([S:4][c:5]2[c:6]([CH2:7][N:8]([C:9]([C:10]([F:11])([F:12])[F:13])=[O:14])[CH3:19])[cH:15][cH:16][cH:17][cH:18]2)[CH2:2][CH2:3]1.